From a dataset of the Open Reaction Database (ORD), a public repository of structured organic reaction records. describe an organic reaction: reactants, conditions, products, and yield The reactants are solution, C(CC1=CC=CC=C1)[Mg]Cl (phenethyl magnesium chloride), C(C1=CC=CC=C1)N(CC(=O)N(C)OC)C (2-(Benzyl-methyl-amino)-N-methoxy-N-methyl-acetamide). Run in C1CCOC1 (THF). Run at temperature -78 celsius, time 3 hour. The product is C(C1=CC=CC=C1)N(CC(CCC1=CC=CC=C1)=O)C (1-(Benzyl-methyl-amino)-4-phenyl-butan-2-one). RXN SMILES: [CH2:1]([N:8]([CH3:16])[CH2:9][C:10](N(OC)C)=[O:11])[C:2]1[CH:7]=[CH:6][CH:5]=[CH:4][CH:3]=1.[CH2:17]([Mg]Cl)[CH2:18][C:19]1[CH:24]=[CH:23][CH:22]=[CH:21][CH:20]=1>C1COCC1>[CH2:1]([N:8]([CH3:16])[CH2:9][C:10](=[O:11])[CH2:17][CH2:18][C:19]1[CH:24]=[CH:23][CH:22]=[CH:21][CH:20]=1)[C:2]1[CH:7]=[CH:6][CH:5]=[CH:4][CH:3]=1. Procedure: 2-(Benzyl-methyl-amino)-N-methoxy-N-methyl-acetamide (2.0 g, 9.0 mmol, 1.0 equiv) was dissolved in 30 mL of dry THF under argon. The solution was cooled to −78° C. and a 1 M solution of phenethyl magnesium chloride (12.6 mL, 12.6 mmol, 1.4 equiv) was added dropwise of a period of 1 min. The resulting mixture was stirred at −78° C. for 3 h, warmed to 0° C. for 20 min and recooled to −78° C. at which time the reaction was quenched by the addition of 5 mL of saturated sodium bicarbonate. The reacti... The reactants are N=C(c1ccccc1)c1ccccc1, CC(Cl)Cl, Cc1ccc(C#N)c(N)c1. Yields the product Cc1ccc(C#N)c(N=C(c2ccccc2)c2ccccc2)c1. RXN SMILES: [C:11]([c:12]1[cH:13][cH:14][cH:15][cH:16][cH:17]1)([c:18]1[cH:19][cH:20][cH:21][cH:22][cH:23]1)=[NH:24].[Cl:25][CH:26]([Cl:27])[CH3:28].[NH2:1][c:2]1[c:3]([C:4]#[N:5])[cH:6][cH:7][c:8]([CH3:10])[cH:9]1>>[N:1]([c:2]1[c:3]([C:4]#[N:5])[cH:6][cH:7][c:8]([CH3:10])[cH:9]1)=[C:11]([c:12]1[cH:13][cH:14][cH:15][cH:16][cH:17]1)[c:18]1[cH:19][cH:20][cH:21][cH:22][cH:23]1. Procedure: To a solution of p-trifluoromethylphenol (7.1 g, 44 mmol) and 2,6-lutidine (1.9 g, 17.6 mmol) in toluene (80 mL) was slowly added SnCl4 (1.2 g, 4.4 mmol). The solution was stirred at room temperature for 20 minutes. Paraformaldehyde was added (3.2 g, 106 mmol) and the reaction was stirred at 110° C. for 12 hours. After cooling to room temperature, the reaction mixture was poured into water (250 mL), and adjusted to pH 1 with concentrated HCl. The mixture was extracted with diethyl ether (500 mL)... Reaction SMILES: [F:1][C:2]([F:11])([F:10])[C:3]1[CH:8]=[CH:7][C:6](O)=[CH:5][CH:4]=1.N1C(C)=CC=CC=1C.Cl[Sn](Cl)(Cl)Cl.[CH2:25]=[O:26].Cl.[OH2:28]>C1(C)C=CC=CC=1>[F:1][C:2]([F:11])([F:10])[C:3]1[CH:8]=[C:7]([OH:28])[C:6](=[CH:5][CH:4]=1)[CH:25]=[O:26]. Conditions: time 20 minute. Yields the product FC(C=1C=C(C(C=O)=CC1)O)(F)F (p-Trifluoromethylsalicylaldehyde). The solvent is C1(=CC=CC=C1)C (toluene). Reactants: Cl (HCl), FC(C1=CC=C(C=C1)O)(F)F (p-trifluoromethylphenol), C=O (Paraformaldehyde), N1=C(C=CC=C1C)C (2,6-lutidine), Cl[Sn](Cl)(Cl)Cl (SnCl4), O (water). The reactants are C1=CC=C(C=C1)CNS(=O)(=O)C2=CC3=C(C=C2)N=NN3O.Cl (HOBt resin), CCN=C=NCCCN(C)C (EDCI), N1CCCC1 (pyrrolidine), COC1=C(C=CC=C1)C1=NNC2=NC=C(C=C21)C=2C=NC=C(C(=O)O)C2 (5-[3-(2-methoxy-phenyl)-1H-pyrazolo[3,4-b]pyridin-5-yl]-nicotinic acid). Reagents/catalysts: CN(C)C=1C=CN=CC1 (DMAP). Run in CN(C)C=O (DMF). Conditions: time 16 hour. Product: COC1=C(C=CC=C1)C1=NNC2=NC=C(C=C21)C=2C=C(C=NC2)C(=O)N2CCCC2 ({5-[3-(2-methoxy-phenyl)-1H-pyrazolo[3,4-b]pyridin-5-yl]-pyridin-3-yl}-pyrrolidin-1-yl-methanone). The yield is 1.0%. RXN SMILES: [CH3:1][O:2][C:3]1[CH:8]=[CH:7][CH:6]=[CH:5][C:4]=1[C:9]1[C:17]2[C:12](=[N:13][CH:14]=[C:15]([C:18]3[CH:19]=[N:20][CH:21]=[C:22]([CH:26]=3)[C:23](O)=[O:24])[CH:16]=2)[NH:11][N:10]=1.C1[CH:32]=[CH:31][C:30]([CH2:33][NH:34]S(C2C=CC3N=NN(O)C=3C=2)(=O)=O)=CC=1.Cl.CCN=C=NCCCN(C)C.N1CCCC1>CN(C=O)C.CN(C1C=CN=CC=1)C>[CH3:1][O:2][C:3]1[CH:8]=[CH:7][CH:6]=[CH:5][C:4]=1[C:9]1[C:17]2[C:12](=[N:13][CH:14]=[C:15]([C:18]3[CH:26]=[C:22]([C:23]([N:34]4[CH2:33][CH2:30][CH2:31][CH2:32]4)=[O:24])[CH:21]=[N:20][CH:19]=3)[CH:16]=2)[NH:11][N:10]=1 |f:1.2|. Procedure: (5-[3-(2-methoxy-phenyl)-1H-pyrazolo[3,4-b]pyridin-5-yl]-nicotinic acid (350 mg, 62% pure, 0.63 mmol) was dissolved in anhydrous DMF (20 mL) at 50-60° C. and the solution was cooled to room temperature when PS-HOBt resin (Argonaut Technologies) (0.9 mmol·g−1 loading, 2.20 g, 1.98 mmol), DMAP (32 mg, 0.26 mmol) and EDCI (375 mg, 1.95 mmol) were added. The mixture was shaken at room temperature for 16 h. The resin was filtered off, washing six times with DMF and subsequently three times with ether... The reactants are Cl.FC1=CC=C(C=C1)C(OCCN)C1=CC=C(C=C1)F (2-[bis(4-fluorophenyl)methoxy]-ethanamine hydrochloride), C1(=CC=CC=C1)CC=O (benzeneethanal), [BH3-]C#N.[Na+] (NaBH3CN), O1CCCC1 (tetrahydrofuran), C(\C=C/C(=O)[O-])(=O)[O-] ((Z)-2-butenedioate), C(\C=C/C(=O)O)(=O)O (maleic acid). Run in CO (methanol), CCOCC (ether). Conditions: time 8 hour. Product: C(\C=C/C(=O)O)(=O)O.FC1=CC=C(C=C1)C(OCCNCCC1=CC=CC=C1)C1=CC=C(C=C1)F (N-[2-(bis(4-fluorophenyl)-methoxy)ethyl]benzeneethanamine (Z)-2-butenedioate). RXN SMILES: Cl.[F:2][C:3]1[CH:8]=[CH:7][C:6]([CH:9]([C:14]2[CH:19]=[CH:18][C:17]([F:20])=[CH:16][CH:15]=2)[O:10][CH2:11][CH2:12][NH2:13])=[CH:5][CH:4]=1.[C:21]1([CH2:27][CH:28]=O)[CH:26]=[CH:25][CH:24]=[CH:23][CH:22]=1.[BH3-]C#N.[Na+].O1CCCC1.[C:39]([O-:46])(=[O:45])/[CH:40]=[CH:41]\[C:42]([O-:44])=[O:43].C(O)(=O)/C=C\C(O)=O>CCOCC.CO>[C:39]([OH:46])(=[O:45])/[CH:40]=[CH:41]\[C:42]([OH:44])=[O:43].[F:2][C:3]1[CH:4]=[CH:5][C:6]([CH:9]([C:14]2[CH:15]=[CH:16][C:17]([F:20])=[CH:18][CH:19]=2)[O:10][CH2:11][CH2:12][NH:13][CH2:28][CH2:27][C:21]2[CH:26]=[CH:25][CH:24]=[CH:23][CH:22]=2)=[CH:7][CH:8]=1 |f:0.1,3.4,10.11|. Reported procedure: 0.017 Mol of this phthalimido derivative was dissolved in ethanol and hydrazine hydrochloride (0.088 mol) was added. The mixture was heated at 100° C. for three hrs., then the reaction mixture was cooled, the phthalhydrazide formed during the reaction was removed by filtration and the filtrate was concentrated. The amino derivative obtained was purified by transforming it in ether into the hydrochloride to yield 70% of 2-[bis(4-fluorophenyl)methoxy]ethanamine hydrochloride. Equimolar amounts of ... Starting materials: C1CCCCC1, CC(C)[N-]C(C)C, [Li+], O=C(c1cccc([N+](=O)[O-])c1)c1c[nH]c2ncc(-c3cccnc3)cc12, C1CCOC1, O, Cc1ccc(S(=O)(=O)Cl)cc1. Product: Cc1ccc(S(=O)(=O)n2cc(C(=O)c3cccc([N+](=O)[O-])c3)c3cc(-c4cccnc4)cnc32)cc1. RXN SMILES: [CH2:35]1[CH2:36][CH2:37][CH2:38][CH2:39][CH2:40]1.[CH:27]([N-:28][CH:29]([CH3:30])[CH3:31])([CH3:32])[CH3:33].[Li+:34].[N+:1](=[O:2])([O-:3])[c:4]1[cH:5][c:6]([C:10](=[O:11])[c:12]2[cH:13][nH:14][c:15]3[n:16][cH:17][c:18](-[c:21]4[cH:22][n:23][cH:24][cH:25][cH:26]4)[cH:19][c:20]23)[cH:7][cH:8][cH:9]1.[O:52]1[CH2:53][CH2:54][CH2:55][CH2:56]1.[OH2:57].[c:41]1([CH3:51])[cH:42][cH:43][c:44]([S:47](=[O:48])(=[O:49])[Cl:50])[cH:45][cH:46]1>>[N+:1](=[O:2])([O-:3])[c:4]1[cH:5][c:6]([C:10](=[O:11])[c:12]2[cH:13][n:14]([S:47]([c:44]3[cH:43][cH:42][c:41]([CH3:51])[cH:46][cH:45]3)(=[O:48])=[O:49])[c:15]3[n:16][cH:17][c:18](-[c:21]4[cH:22][n:23][cH:24][cH:25][cH:26]4)[cH:19][c:20]23)[cH:7][cH:8][cH:9]1. As a reaction SMILES: [I:1][C:2]1[C:3]([Cl:18])=[C:4]([NH:8][C:9](=[O:17])[C@:10]([OH:16])([CH3:15])[C:11]([F:14])([F:13])[F:12])[CH:5]=[CH:6][CH:7]=1.[Cl:19][S:20](O)(=[O:22])=[O:21]>>[Cl:19][S:20]([C:7]1[CH:6]=[CH:5][C:4]([NH:8][C:9](=[O:17])[C@:10]([OH:16])([CH3:15])[C:11]([F:14])([F:13])[F:12])=[C:3]([Cl:18])[C:2]=1[I:1])(=[O:22])=[O:21]. Reported procedure: (R)-N-[3-Iodo-2-chlorophenyl]-2-hydroxy-2-methyl-3,3,3-trifluoropropanamide (Method 31) (4.92 g) was added in portions to chlorosulphonic acid (18 ml) at 0° C. The reaction mixture was heated to 80° C. for 4 hours, allowed to cool to ambient temperature and poured onto ice-water (200 g). The mixture was extracted into DCM (2×250 ml), the organic phase was washed with brine (300 ml) and dried. Volatile material was removed by evaporation to give the title compound (4.8 g) as a brown gum. NMR (CDC... Reactants: IC=1C(=C(C=CC1)NC([C@@](C(F)(F)F)(C)O)=O)Cl ((R)-N-[3-Iodo-2-chlorophenyl]-2-hydroxy-2-methyl-3,3,3-trifluoropropanamide), ClS(=O)(=O)O (chlorosulphonic acid). Product: ClS(=O)(=O)C1=C(C(=C(C=C1)NC([C@@](C(F)(F)F)(C)O)=O)Cl)I ((R)-N-[4-Chlorosulphonyl-3-iodo-2-chlorophenyl]-2-hydroxy-2-methyl-3,3,3-trifluoropropanamide). Run at temperature 80 celsius. Starting materials: CO, CN(C)CC1CCCN1c1ccc([N+](=O)[O-])cc1F. Product: CN(C)CC1CCCN1c1ccc(N)cc1F. As a reaction SMILES: [CH3:20][OH:21].[F:1][c:2]1[c:3]([N:11]2[CH:12]([CH2:16][N:17]([CH3:18])[CH3:19])[CH2:13][CH2:14][CH2:15]2)[cH:4][cH:5][c:6]([N+:8]([O-:9])=[O:10])[cH:7]1>>[F:1][c:2]1[c:3]([N:11]2[CH:12]([CH2:16][N:17]([CH3:18])[CH3:19])[CH2:13][CH2:14][CH2:15]2)[cH:4][cH:5][c:6]([NH2:8])[cH:7]1. Reactants: BrC1=CC=C2C3CC(NC(C2=C1)=O)C3 (5-bromo-9-azatricyclo[8.1.1.0[2,7]]dodeca-2,4,6-trien-8-one), P(Cl)(Cl)(Cl)(Cl)Cl (PCl5), CCN(C(C)C)C(C)C (DIPEA). Solvent: C1(=CC=CC=C1)C (PhCH3). Reaction conditions: temperature 85 celsius, time 5 hour. Product: BrC1=CC=C2C3CC(N=C(C2=C1)Cl)C3 (5-bromo-8-chloro-9-azatricyclo[8.1.1.0[2,7]]dodeca-2,4,6,8-tetraene). The yield is 108.6%. Reaction SMILES: [Br:1][C:2]1[CH:12]=[C:11]2[C:5]([CH:6]3[CH2:14][CH:8]([NH:9][C:10]2=O)[CH2:7]3)=[CH:4][CH:3]=1.P(Cl)(Cl)(Cl)(Cl)[Cl:16].CCN(C(C)C)C(C)C>C1(C)C=CC=CC=1>[Br:1][C:2]1[CH:12]=[C:11]2[C:5]([CH:6]3[CH2:14][CH:8]([N:9]=[C:10]2[Cl:16])[CH2:7]3)=[CH:4][CH:3]=1. Procedure details: Into a 5000-mL 3-necked round-bottom flask was placed 5-bromo-9-azatricyclo[8.1.1.0[2,7]]dodeca-2,4,6-trien-8-one (223 g, 884.55 mmol, 1.00 equiv), PhCH3 (3500 mL), PCl5 (560 g, 2.69 mol, 3.00 equiv), and DIPEA (275 g, 3.00 equiv). The resulting solution was stirred at 85° C. for 5 h and quenched by the addition of 300 g of DIPEA. The solids were filtered out and the filtrate was concentrated under vacuum to afford 260 g (crude) of 5-bromo-8-chloro-9-azatricyclo[8.1.1.0[2,7]]dodeca-2,4,6,8-tetra...